Dataset: the Open Reaction Database (ORD), a public repository of structured organic reaction records. Task: describe an organic reaction: reactants, conditions, products, and yield Starting materials: CC(=O)O, O=Cc1ccccc1, Cc1nc2cc(F)c(F)cc2[nH]c1=O, O=S(=O)(O)O. Product: O=c1[nH]c2cc(F)c(F)cc2nc1C=Cc1ccccc1. Reaction SMILES: [CH3:23][C:24](=[O:25])[OH:26].[CH:15](=[O:16])[c:17]1[cH:18][cH:19][cH:20][cH:21][cH:22]1.[F:1][c:2]1[cH:3][c:4]2[n:5][c:6]([CH3:14])[c:7](=[O:13])[nH:8][c:9]2[cH:10][c:11]1[F:12].[S:27](=[O:28])(=[O:29])([OH:30])[OH:31]>>[F:1][c:2]1[cH:3][c:4]2[n:5][c:6]([CH:14]=[CH:15][c:17]3[cH:18][cH:19][cH:20][cH:21][cH:22]3)[c:7](=[O:13])[nH:8][c:9]2[cH:10][c:11]1[F:12].